describe an organic reaction: reactants, conditions, products, and yield From a dataset of the Open Reaction Database (ORD), a public repository of structured organic reaction records. Starting materials: c1(c[nH]cn1)C, c1c(c(n2c(c1)C(OCC2)=O)=O)Br. Reagents/catalysts: c1ccc(cc1)-c2c3ccccc3cc4ccccc24 (9-Phenylanthracene), C[Si](C)(C)[N-][Si](C)(C)C.[Na+] (NaHMDS), c1(c2c(cc(cc2C(C)C)C(C)C)C(C)C)c(c(c(c(c1C)C)C)C)P(C(C)(C)C)C(C)(C)C (Pd(OAc)2/Me4 t-butylXPhos), C(O[Pd]OC(C)=O)(C)=O (Pd(OAc)2). Solvent: CC1=CC=CC=C1Â Â  (Toluene), C1COCCO1   (Dioxane). Conditions: temperature 100 celsius, time 18 hour. The product is Cc1cn(cn1)C2=CC=C3N(CCOC3=O)C2=O. Reaction SMILES: [CH3:1][c:2]1[n:6][cH:5][nH:4][cH:3]1.Br[C:7]([C:17](=[O:18])[N:11]1[C:10]([C:15](=[O:16])[O:14][CH2:13][CH2:12]1)=[CH:9]2)=[CH:8]2>>[CH3:1][c:2]1[n:6][cH:5][n:4]([C:7]([C:17](=[O:18])[N:11]2[C:10]([C:15](=[O:16])[O:14][CH2:13][CH2:12]2)=[CH:9]3)=[CH:8]3)[cH:3]1. Starting materials: COC=1C(=NC(=NC1)C1=NN(C2=CC=CC=C12)C(=O)OC(C)(C)C)NC1=CC=NC=C1 (tert-butyl 3-[5-methoxy-4-(pyridin-4-ylamino)pyrimidin-2-yl]-1H-indazole-1-carboxylate), C(OCC=C)(=O)Cl (prop-2-en-1-yl carbonochloridate), C(OCC=C)(=O)Cl (prop-2-en-1-yl carbonochloridate). Run in N1=CC=CC=C1 (pyridine). Conditions: time 2 hour. Yields the product COC=1C(=NC(=NC1)C1=NN(C2=CC=CC=C12)C(=O)OC(C)(C)C)N(C1=CC=NC=C1)C(=O)OCC=C (tert-butyl 3-(5-methoxy-4-{[(prop-2-en-1-yloxy)carbonyl](pyridin-4-yl)amino}pyrimidin-2-yl)-1H-indazole-1-carboxylate). RXN SMILES: [CH3:1][O:2][C:3]1[C:4]([NH:25][C:26]2[CH:31]=[CH:30][N:29]=[CH:28][CH:27]=2)=[N:5][C:6]([C:9]2[C:17]3[C:12](=[CH:13][CH:14]=[CH:15][CH:16]=3)[N:11]([C:18]([O:20][C:21]([CH3:24])([CH3:23])[CH3:22])=[O:19])[N:10]=2)=[N:7][CH:8]=1.[C:32](Cl)(=[O:37])[O:33][CH2:34][CH:35]=[CH2:36]>N1C=CC=CC=1>[CH3:1][O:2][C:3]1[C:4]([N:25]([C:32]([O:33][CH2:34][CH:35]=[CH2:36])=[O:37])[C:26]2[CH:31]=[CH:30][N:29]=[CH:28][CH:27]=2)=[N:5][C:6]([C:9]2[C:17]3[C:12](=[CH:13][CH:14]=[CH:15][CH:16]=3)[N:11]([C:18]([O:20][C:21]([CH3:24])([CH3:22])[CH3:23])=[O:19])[N:10]=2)=[N:7][CH:8]=1. Procedure details: 96.3 mg of tert-butyl 3-[5-methoxy-4-(pyridin-4-ylamino)pyrimidin-2-yl]-1H-indazole-1-carboxylate (1-8-1, 0.23 mmol, 1 eq.) was suspended in 7 ml of pyridine. 27.7 mg of prop-2-en-1-yl carbonochloridate (0.23 mmol, 1 eq.) were added and stirred for two hours at room temperature. Twice 27.7 mg of prop-2-en-1-yl carbonochloridate (0.23 mmol, 1 eq.) were added again and stirred the first time for 24 hours and the second time for three days at room temperature. The reaction mixture was concentrated ... Starting materials: [N+](=O)([O-])C=1C(N(C(N(C1C)C)=O)C)=O (5-nitro-1,3,6-trimethylpyrimidine-2,4(1H,3H)-dione), CO (methanol). The reagents and catalysts are [Pd] (Pd—C). Run in C1(=CC=CC=C1)C (toluene). Reaction conditions: time 8 hour. The product is NC=1C(N(C(N(C1C)C)=O)C)=O (5-Amino-1,3,6-trimethylpyrimidine-2,4(1H,3H)-dione). Yield: 120.7%. Reaction SMILES: [N+:1]([C:4]1[C:5](=[O:14])[N:6]([CH3:13])[C:7](=[O:12])[N:8]([CH3:11])[C:9]=1[CH3:10])([O-])=O.CO>[Pd].C1(C)C=CC=CC=1>[NH2:1][C:4]1[C:5](=[O:14])[N:6]([CH3:13])[C:7](=[O:12])[N:8]([CH3:11])[C:9]=1[CH3:10]. Reported procedure: To a stirred suspension of 5-nitro-1,3,6-trimethylpyrimidine-2,4(1H,3H)-dione (4.2 g, 20.084 mmol) in 1:1 mixture of methanol and toluene (200 ml) was added 10% Pd—C (1.2 g). The reaction mixture was stirred under hydrogen atmosphere at room temperature overnight. The mixture was then filtered over a celite bed and was thoroughly washed with methanol (200 ml). The filtrate was collected and evaporated to give viscous residue which was then purified by column chromatography to afford 4.1 g of the... The reactants are COCCOC, C1COCCN1, CC(C)(C)[O-], CC(C)c1cc(C(C)C)c(-c2ccccc2P(C2CCCCC2)C2CCCCC2)c(C(C)C)c1, O=c1cc(N2CCOCC2)oc2c(-c3ccc(Cl)cc3)csc12, [Na+], O=C(C=Cc1ccccc1)C=Cc1ccccc1, O=C(C=Cc1ccccc1)C=Cc1ccccc1, O=C(C=Cc1ccccc1)C=Cc1ccccc1, [Pd], [Pd]. The product is O=c1cc(N2CCOCC2)oc2c(-c3ccc(N4CCOCC4)cc3)csc12. Reaction SMILES: [CH2:126]([CH2:127][O:128][CH3:129])[O:130][CH3:131].[CH2:64]1[CH2:65][O:66][CH2:67][CH2:68][NH:69]1.[CH3:24][C:25]([CH3:26])([O-:27])[CH3:28].[CH:30]1([P:31]([CH:32]2[CH2:33][CH2:34][CH2:35][CH2:36][CH2:37]2)[c:38]2[cH:39][cH:40][cH:41][cH:42][c:43]2-[c:44]2[c:45]([CH:46]([CH3:47])[CH3:48])[cH:49][c:50]([CH:51]([CH3:52])[CH3:53])[cH:54][c:55]2[CH:56]([CH3:57])[CH3:58])[CH2:59][CH2:60][CH2:61][CH2:62][CH2:63]1.[Cl:1][c:2]1[cH:3][cH:4][c:5](-[c:8]2[cH:9][s:10][c:11]3[c:12]2[o:13][c:14]([N:18]2[CH2:19][CH2:20][O:21][CH2:22][CH2:23]2)[cH:15][c:16]3=[O:17])[cH:6][cH:7]1.[Na+:29].[O:108]=[C:109]([CH:110]=[CH:111][c:112]1[cH:113][cH:114][cH:115][cH:116][cH:117]1)[CH:118]=[CH:119][c:120]1[cH:121][cH:122][cH:123][cH:124][cH:125]1.[O:72]=[C:73]([CH:74]=[CH:75][c:76]1[cH:77][cH:78][cH:79][cH:80][cH:81]1)[CH:82]=[CH:83][c:84]1[cH:85][cH:86][cH:87][cH:88][cH:89]1.[O:90]=[C:91]([CH:92]=[CH:93][c:94]1[cH:95][cH:96][cH:97][cH:98][cH:99]1)[CH:100]=[CH:101][c:102]1[cH:103][cH:104][cH:105][cH:106][cH:107]1.[Pd:70].[Pd:71]>>[c:2]1([N:69]2[CH2:64][CH2:65][O:66][CH2:67][CH2:68]2)[cH:3][cH:4][c:5](-[c:8]2[cH:9][s:10][c:11]3[c:12]2[o:13][c:14]([N:18]2[CH2:19][CH2:20][O:21][CH2:22][CH2:23]2)[cH:15][c:16]3=[O:17])[cH:6][cH:7]1.